This data is from the Open Reaction Database (ORD), a public repository of structured organic reaction records. The task is: describe an organic reaction: reactants, conditions, products, and yield The reactants are CN(C1=CC=CC=C1)C (N,N-dimethylaniline), C([O-])([O-])=O.[Cs+].[Cs+] (cesium carbonate), BrC1(C(NC2=CC(=CC=C12)Cl)=O)CC1=CC(=CC=C1)Cl (rac-3-bromo-6-chloro-3-(3-chloro-benzyl)-1,3-dihydro-indol-2-one). Run in ClCCl (dichloromethane), ClCCl (dichloromethane). Conditions: time 24 hour. Yields the product ClC1=CC=C2C(C(NC2=C1)=O)(C1=CC=C(C=C1)N(C)C)CC1=CC(=CC=C1)Cl (rac-6-chloro-3-(3-chloro-benzyl)-3-(4-dimethylamino-phenyl)-1,3-dihydro-indol-2-one). Reaction SMILES: C(=O)([O-])[O-].[Cs+].[Cs+].[CH3:7][N:8]([CH3:15])[C:9]1[CH:14]=[CH:13][CH:12]=[CH:11][CH:10]=1.Br[C:17]1([CH2:28][C:29]2[CH:34]=[CH:33][CH:32]=[C:31]([Cl:35])[CH:30]=2)[C:25]2[C:20](=[CH:21][C:22]([Cl:26])=[CH:23][CH:24]=2)[NH:19][C:18]1=[O:27]>ClCCl>[Cl:26][C:22]1[CH:21]=[C:20]2[C:25]([C:17]([CH2:28][C:29]3[CH:34]=[CH:33][CH:32]=[C:31]([Cl:35])[CH:30]=3)([C:12]3[CH:13]=[CH:14][C:9]([N:8]([CH3:15])[CH3:7])=[CH:10][CH:11]=3)[C:18](=[O:27])[NH:19]2)=[CH:24][CH:23]=1 |f:0.1.2|. Reported procedure: To the suspension of cesium carbonate (0.147 g, 0.45 mmol) (Aldrich) in dichloromethane (2 mL) was added N,N-dimethylaniline (27.4 mg, 0.23 mmol) (Aldrich), followed by the addition of 3-bromo-6-chloro-3-(3-chloro-benzyl)-1,3-dihydro-indol-2-one (70 mg, 0.19 mmol) (from Example 60a supra) in dichloromethane (2 mL). The reaction mixture was stirred at room temperature for 24 hours. The reaction was quenched with water, extracted with dichloromethane three times. The combined organic layer was was...